This data is from the Open Reaction Database (ORD), a public repository of structured organic reaction records. The task is: describe an organic reaction: reactants, conditions, products, and yield The reactants are CCN=C=NCCCN(C)C, CCN(C(C)C)C(C)C, O=C(O)C(F)(F)F, O=C(O)c1ccc(-c2cccc(C(F)(F)F)c2)o1, NCC(=O)N1CCN(C(=O)c2ccccc2C(F)(F)F)CC1, CN(C)C=O, O, On1nnc2ccccc21. The product is O=C(NCC(=O)N1CCN(C(=O)c2ccccc2C(F)(F)F)CC1)c1ccc(-c2cccc(C(F)(F)F)c2)o1. RXN SMILES: [CH3:49][CH2:50][N:51]=[C:52]=[N:53][CH2:54][CH2:55][CH2:56][N:57]([CH3:58])[CH3:59].[CH:1]([N:2]([CH2:3][CH3:4])[CH:5]([CH3:6])[CH3:7])([CH3:8])[CH3:9].[F:32][C:33]([F:34])([F:35])[C:36]([OH:37])=[O:38].[F:60][C:61]([c:62]1[cH:63][c:64](-[c:68]2[cH:69][cH:70][c:71]([C:73](=[O:74])[OH:75])[o:72]2)[cH:65][cH:66][cH:67]1)([F:76])[F:77].[NH2:10][CH2:11][C:12](=[O:13])[N:14]1[CH2:15][CH2:16][N:17]([C:20]([c:21]2[c:22]([C:27]([F:28])([F:29])[F:30])[cH:23][cH:24][cH:25][cH:26]2)=[O:31])[CH2:18][CH2:19]1.[O:78]=[CH:79][N:80]([CH3:81])[CH3:82].[OH2:83].[OH:39][n:40]1[c:41]2[c:42]([cH:43][cH:44][cH:45][cH:46]2)[n:47][n:48]1>>[NH:10]([CH2:11][C:12](=[O:13])[N:14]1[CH2:15][CH2:16][N:17]([C:20]([c:21]2[c:22]([C:27]([F:28])([F:29])[F:30])[cH:23][cH:24][cH:25][cH:26]2)=[O:31])[CH2:18][CH2:19]1)[C:73]([c:71]1[cH:70][cH:69][c:68](-[c:64]2[cH:63][c:62]([C:61]([F:60])([F:76])[F:77])[cH:67][cH:66][cH:65]2)[o:72]1)=[O:74]. Reactants: C1(O)=CC(O)=CC=C1 (Resorcinol), CO (methanol), lime water, C=O (formaldehyde), C1(O)=CC(O)=CC=C1 (resorcinol). Run in O (water), O (water). Reaction conditions: temperature 77 fahrenheit. Yields the product C1(O)=CC(O)=CC=C1.C=O (resorcinol formaldehyde). Reaction SMILES: [CH2:1]=[O:2].[C:3]1([CH:10]=[CH:9][CH:8]=[C:6]([OH:7])[CH:5]=1)[OH:4].CO>O>[C:3]1([CH:10]=[CH:9][CH:8]=[C:6]([OH:7])[CH:5]=1)[OH:4].[CH2:1]=[O:2] |f:4.5|. Procedure: A resorcinol/formaldehyde latent catalyst resin was prepared by mixing formaldehyde into water having a pH between about 6.5 and 8.5. Resorcinol was loaded, and the mixture is heated to 77° F. to dissolve the resorcinol. After a reaction period, methanol was added, and then water sufficient to obtain a refractive index of about 1.4644. Then, the first lime/water slurry was added and the batch heated to 122° F. under vacuum. The batch then was heated to about 210° F. and cooked under vacuum to ob... The reactants are CCC(=O)O, C1CCOC1, CO, [Cl-], CCC(=O)NC1CC(n2cnc3c(NCC(c4ccccc4)c4ccccc4)nc(N4CCC(Nc5nc(Cl)nc6c5ncn6C5CC(N)C(O)C5O)C4)nc32)C(O)C1O. Product: CCC(=O)NC1CC(n2cnc3c(NCC(c4ccccc4)c4ccccc4)nc(N4CCC(Nc5nc(Cl)nc6c5ncn6C5CC(NC(=O)CC)C(O)C5O)C4)nc32)C(O)C1O. Reaction SMILES: [C:64]([CH2:65][CH3:66])(=[O:67])[OH:68].[CH2:69]1[O:70][CH2:71][CH2:72][CH2:73]1.[CH3:61][OH:62].[Cl-:63].[NH2:1][CH:2]1[CH:3]([OH:60])[CH:4]([OH:59])[CH:5]([n:7]2[c:8]3[n:9][c:10]([Cl:58])[n:11][c:12]([NH:16][CH:17]4[CH2:18][N:19]([c:22]5[n:23][c:24]([NH:43][CH2:44][CH:45]([c:46]6[cH:47][cH:48][cH:49][cH:50][cH:51]6)[c:52]6[cH:53][cH:54][cH:55][cH:56][cH:57]6)[c:25]6[n:26][cH:27][n:28]([CH:31]7[CH:32]([OH:42])[CH:33]([OH:41])[CH:34]([NH:36][C:37]([CH2:38][CH3:39])=[O:40])[CH2:35]7)[c:29]6[n:30]5)[CH2:20][CH2:21]4)[c:13]3[n:14][cH:15]2)[CH2:6]1>>[NH:1]([CH:2]1[CH:3]([OH:60])[CH:4]([OH:59])[CH:5]([n:7]2[c:8]3[n:9][c:10]([Cl:58])[n:11][c:12]([NH:16][CH:17]4[CH2:18][N:19]([c:22]5[n:23][c:24]([NH:43][CH2:44][CH:45]([c:46]6[cH:47][cH:48][cH:49][cH:50][cH:51]6)[c:52]6[cH:53][cH:54][cH:55][cH:56][cH:57]6)[c:25]6[n:26][cH:27][n:28]([CH:31]7[CH:32]([OH:42])[CH:33]([OH:41])[CH:34]([NH:36][C:37]([CH2:38][CH3:39])=[O:40])[CH2:35]7)[c:29]6[n:30]5)[CH2:20][CH2:21]4)[c:13]3[n:14][cH:15]2)[CH2:6]1)[C:64]([CH2:65][CH3:66])=[O:67]. Reactants: C(C)C1=C(O)C=CC=C1O (Ethyl resorcinol), CN(C)C=O (DMF), C1(=CC=CC=C1)CC(=O)O (phenylacetic acid), P(Cl)(Cl)(Cl)(Cl)Cl (PCl5). Product: C(C)C=1C=C2C(C(=COC2=CC1O)C1=CC=CC=C1)=O (6-Ethyl-7-hydroxy-3-phenyl-chromen-4-one). Isolated yield 87.7%. Reaction SMILES: [CH2:1]([C:3]1[C:9]([OH:10])=[CH:8][CH:7]=[CH:6][C:4]=1O)[CH3:2].[C:11]1([CH2:17][C:18]([OH:20])=O)[CH:16]=[CH:15][CH:14]=[CH:13][CH:12]=1.P(Cl)(Cl)(Cl)(Cl)Cl.CN([CH:30]=[O:31])C>>[CH2:1]([C:3]1[CH:4]=[C:6]2[C:7](=[CH:8][C:9]=1[OH:10])[O:20][CH:18]=[C:17]([C:11]1[CH:12]=[CH:13][CH:14]=[CH:15][CH:16]=1)[C:30]2=[O:31])[CH3:2]. Procedure: This compounds was synthesised in the same manner as described above. Ethyl resorcinol (0.83 g, 6 mmol), phenylacetic acid (0.82 g, 6 mmol), BF3Et2O (3.88 ml, 31.5 mmol), PCl5 (1.88 g, 9 mmol), DMF (4.6 ml and 10 ml). The precipitate formed was filtered and re-crystallized from methanol to give 6-Ethyl-7-hydroxy-3-phenyl-chromen-4-one as a pale brown solid (1.4 g, 87.7%); Rf 0.4 cf SM 0.5 ethyl acetate/hexane (40/60). Reactants: O=C(O)c1ccc(N2CC(F)(F)C2)c(OCC2CC2)n1, NC1CCCCC1O. Yields the product O=C(NC1CCCCC1O)c1ccc(N2CC(F)(F)C2)c(OCC2CC2)n1. As a reaction SMILES: [CH:1]1([CH2:4][O:5][c:6]2[c:7]([N:15]3[CH2:16][C:17]([F:19])([F:20])[CH2:18]3)[cH:8][cH:9][c:10]([C:12](=[O:13])[OH:14])[n:11]2)[CH2:2][CH2:3]1.[NH2:21][CH:22]1[CH:23]([OH:28])[CH2:24][CH2:25][CH2:26][CH2:27]1>>[CH:1]1([CH2:4][O:5][c:6]2[c:7]([N:15]3[CH2:16][C:17]([F:19])([F:20])[CH2:18]3)[cH:8][cH:9][c:10]([C:12](=[O:14])[NH:21][CH:22]3[CH:23]([OH:28])[CH2:24][CH2:25][CH2:26][CH2:27]3)[n:11]2)[CH2:2][CH2:3]1. The reactants are [H-].[Al+3].[Li+].[H-].[H-].[H-] (lithium aluminum hydride), CC1(CC(NC2=CC=CC=C12)=O)C (4,4-dimethyl-3,4-dihydroquinolin-2(1H)-one). Run in O1CCCC1 (tetrahydrofuran), O1CCCC1 (tetrahydrofuran), N (ammonia). Conditions: time 8 hour. Yields the product CC1(CCNC2=CC=CC=C12)C (4,4-dimethyl-1,2,3,4-tetrahydroquinoline). RXN SMILES: [H-].[Al+3].[Li+].[H-].[H-].[H-].[CH3:7][C:8]1([CH3:19])[C:17]2[C:12](=[CH:13][CH:14]=[CH:15][CH:16]=2)[NH:11][C:10](=O)[CH2:9]1>O1CCCC1.N>[CH3:7][C:8]1([CH3:19])[C:17]2[C:12](=[CH:13][CH:14]=[CH:15][CH:16]=2)[NH:11][CH2:10][CH2:9]1 |f:0.1.2.3.4.5|. Procedure: To a solution of aniline (4.43 g) in chloroform (20 ml), a solution of 3,3-dimethylacryloyl chloride (2.65 ml) in chloroform (10 ml) was added dropwise and heated under reflux for 1.5 hours. After insoluble materials were filtered off and washed with chloroform, the filtrate was washed sequentially with 1M aqueous hydrochloric acid and saturated aqueous sodium bicarbonate. The filtrate was dried over anhydrous magnesium sulfate and then filtered to remove the desiccant, followed by distilling of... Reactants: CC1=C(C=CC=C1C)[C@H](C)C=1NC=CN1 (2-[(1S)-1-(2,3-Dimethylphenyl)ethyl]-1H-imidazole), C([O-])([O-])=O.[Cs+].[Cs+] (caesium carbonate), IC (iodomethane). Run in CC(=O)C (acetone). Reaction conditions: time 4 hour. The product is CC1=C(C=CC=C1C)[C@H](C)C=1N(C=CN1)C (2-[(1S)-1-(2,3-Dimethylphenyl)ethyl]-1-methyl-1H-imidazole). RXN SMILES: [CH3:1][C:2]1[C:7]([CH3:8])=[CH:6][CH:5]=[CH:4][C:3]=1[C@@H:9]([C:11]1[NH:12][CH:13]=[CH:14][N:15]=1)[CH3:10].[C:16](=O)([O-])[O-].[Cs+].[Cs+].IC>CC(C)=O>[CH3:1][C:2]1[C:7]([CH3:8])=[CH:6][CH:5]=[CH:4][C:3]=1[C@@H:9]([C:11]1[N:15]([CH3:16])[CH:14]=[CH:13][N:12]=1)[CH3:10] |f:1.2.3|. Procedure details: To a mixture of the compound of Example 58 (100 mg, 0.5 mmol) and caesium carbonate (407 mg, 1.25 mmol) in acetone (4 ml) was added iodomethane (78 μl, 1.25 mmol). The reaction mixture was stirred at room temperature, under nitrogen, for 4 h and then concentrated in vacuo. to the residue was added water (10 ml) and the solution was extracted with ethyl acetate (2×10 ml). The combined extracts were dried (MgSO4) and concentrated in vacuo. The reactants are CC1=NC=C(C(=N1)NC1=C(C=C(C=C1C)C)C)S(=O)(=O)C1=CC=C(C=C1)OS(=O)(=O)C(F)(F)F (trifluoromethanesulfonic acid 4-[2-methyl-4-(2,4,6-trimethylphenylamino)-pyrimidine-5-sulfonyl]-phenyl ester), CB(O)O (methylboronic acid), C(=O)([O-])[O-].[Na+].[Na+] (Na2CO3), C1(=CC=CC=C1)P(C1=CC=CC=C1)C1=CC=CC=C1 (triphenylphosphine). Reagents/catalysts: Cl[Pd]([P](C1=CC=CC=C1)(C2=CC=CC=C2)C3=CC=CC=C3)([P](C4=CC=CC=C4)(C5=CC=CC=C5)C6=CC=CC=C6)Cl (PdCl2(PPh3)2). Solvent: O (water), COCCOC (DME). Yields the product CC1=NC=C(C(=N1)NC1=C(C=C(C=C1C)C)C)S(=O)(=O)C1=CC=C(C=C1)C ([2-Methyl-5-(toluene-4-sulfonyl)-pyrimidin-4-yl]-(2,4,6-trimethylphenyl)-amine). Yield: 65.1%. RXN SMILES: [CH3:1][C:2]1[N:7]=[C:6]([NH:8][C:9]2[C:14]([CH3:15])=[CH:13][C:12]([CH3:16])=[CH:11][C:10]=2[CH3:17])[C:5]([S:18]([C:21]2[CH:26]=[CH:25][C:24](OS(C(F)(F)F)(=O)=O)=[CH:23][CH:22]=2)(=[O:20])=[O:19])=[CH:4][N:3]=1.[CH3:35]B(O)O.C([O-])([O-])=O.[Na+].[Na+].C1(P(C2C=CC=CC=2)C2C=CC=CC=2)C=CC=CC=1>O.Cl[Pd](Cl)([P](C1C=CC=CC=1)(C1C=CC=CC=1)C1C=CC=CC=1)[P](C1C=CC=CC=1)(C1C=CC=CC=1)C1C=CC=CC=1.COCCOC>[CH3:1][C:2]1[N:7]=[C:6]([NH:8][C:9]2[C:14]([CH3:15])=[CH:13][C:12]([CH3:16])=[CH:11][C:10]=2[CH3:17])[C:5]([S:18]([C:21]2[CH:26]=[CH:25][C:24]([CH3:35])=[CH:23][CH:22]=2)(=[O:20])=[O:19])=[CH:4][N:3]=1 |f:2.3.4,^1:67,86|. Procedure: A mixture of trifluoromethanesulfonic acid 4-[2-methyl-4-(2,4,6-trimethylphenylamino)-pyrimidine-5-sulfonyl]-phenyl ester (158 mg, 0.306 mmol), prepared by the method described in Example 22, methylboronic acid (36 mg, 0.61 mmol), 2 M Na2CO3 (2.0 mL, 4.0 mmol), and DME (4 mL) was degassed with N2 for 10 min, and then PdCl2(PPh3)2 (43 mg, 0.061 mmol) and triphenylphosphine (32 mg, 0.12 mmol) were added. The mixture was refluxed under N2 for 2 h and then cooled to room temperature. The reaction mi...